Dataset: the Open Reaction Database (ORD), a public repository of structured organic reaction records. Task: describe an organic reaction: reactants, conditions, products, and yield Reactants: CCCCO, CCN(C(C)C)C(C)C, COc1cc(Nc2nc(Cl)nc(N(C)S(=O)(=O)N(C)C)c2Cl)n[nH]1, Cl, CC(N)c1ncc(F)cn1. Product: COc1cc(Nc2nc(NC(C)c3ncc(F)cn3)nc(N(C)S(=O)(=O)N(C)C)c2Cl)n[nH]1. As a reaction SMILES: [CH2:45]([OH:46])[CH2:47][CH2:48][CH3:49].[CH:36]([N:37]([CH2:38][CH3:39])[CH:40]([CH3:41])[CH3:42])([CH3:43])[CH3:44].[Cl:1][c:2]1[n:3][c:4]([NH:17][c:18]2[n:19][nH:20][c:21]([O:23][CH3:24])[cH:22]2)[c:5]([Cl:16])[c:6]([N:8]([S:9](=[O:10])(=[O:11])[N:12]([CH3:13])[CH3:14])[CH3:15])[n:7]1.[ClH:25].[F:26][c:27]1[cH:28][n:29][c:30]([CH:33]([CH3:34])[NH2:35])[n:31][cH:32]1>>[c:2]1([NH:35][CH:33]([c:30]2[n:29][cH:28][c:27]([F:26])[cH:32][n:31]2)[CH3:34])[n:3][c:4]([NH:17][c:18]2[n:19][nH:20][c:21]([O:23][CH3:24])[cH:22]2)[c:5]([Cl:16])[c:6]([N:8]([S:9](=[O:10])(=[O:11])[N:12]([CH3:13])[CH3:14])[CH3:15])[n:7]1. Starting materials: Cl.NO (hydroxylamine hydrochloride), solution, FC(F)(F)C(=O)C1=CC(=CC=C1)C(F)(F)F ((m-trifluoromethyl phenyl) trifluoromethyl Ketone). Solvent: mixture, C(C)O (ethanol), N1=CC=CC=C1 (pyridine), O (water). Product: FC(F)(F)C(=NO)C1=CC(=CC=C1)C(F)(F)F ((3-trifluoromethyl phenyl) trifluoromethyl Ketoxime). RXN SMILES: Cl.[NH2:2][OH:3].[F:4][C:5]([C:8]([C:10]1[CH:15]=[CH:14][CH:13]=[C:12]([C:16]([F:19])([F:18])[F:17])[CH:11]=1)=O)([F:7])[F:6]>C(O)C.N1C=CC=CC=1.O>[F:4][C:5]([C:8]([C:10]1[CH:15]=[CH:14][CH:13]=[C:12]([C:16]([F:19])([F:18])[F:17])[CH:11]=1)=[N:2][OH:3])([F:7])[F:6] |f:0.1|. Reported procedure: 7.8 g of hydroxylamine hydrochloride are dissolved in 250 ml of a mixture of ethanol and pyridine and to this solution 7 g (m-trifluoromethyl phenyl) trifluoromethyl Ketone are added. The mixture is heated to reflux for 16 hours, then cooled and diluted with 100 ml water. The oxime precipitates and is separated by filtration, dried, washed with water many times, and dried again. The yield amounts to 42%. Reactants: COC(=O)c1ccc2c(c1)CC(C)(C)C(c1ccccc1NS(=O)(=O)c1ccccc1)N2, [Na+], C1CCOC1, [OH-]. Yields the product CC1(C)Cc2cc(C(=O)O)ccc2NC1c1ccccc1NS(=O)(=O)c1ccccc1. RXN SMILES: [CH3:1][C:2]1([CH3:32])[CH:3]([c:16]2[c:17]([NH:22][S:23](=[O:24])(=[O:25])[c:26]3[cH:27][cH:28][cH:29][cH:30][cH:31]3)[cH:18][cH:19][cH:20][cH:21]2)[NH:4][c:5]2[cH:6][cH:7][c:8]([C:12](=[O:13])[O:14][CH3:15])[cH:9][c:10]2[CH2:11]1.[Na+:34].[O:35]1[CH2:36][CH2:37][CH2:38][CH2:39]1.[OH-:33]>>[CH3:1][C:2]1([CH3:32])[CH:3]([c:16]2[c:17]([NH:22][S:23](=[O:24])(=[O:25])[c:26]3[cH:27][cH:28][cH:29][cH:30][cH:31]3)[cH:18][cH:19][cH:20][cH:21]2)[NH:4][c:5]2[cH:6][cH:7][c:8]([C:12](=[O:13])[OH:14])[cH:9][c:10]2[CH2:11]1.